This data is from the Open Reaction Database (ORD), a public repository of structured organic reaction records. The task is: describe an organic reaction: reactants, conditions, products, and yield The reactants are O (water), [Br-].O(CCCC)[P+](C1=CC=CC=C1)(C1=CC=CC=C1)C1=CC=CC=C1 (butoxyltriphenylphosphonium bromide), CC(C)([O-])C.[K+] (potassium t-butoxide), FC=1C=C(C=CC1)[C@@H]1CC[C@H](CC1)C=O (1-(3-fluorophenyl)-trans-4-cyclohexanecarboaldehyde). The solvent is C1(=CC=CC=C1)C (toluene), C1CCOC1 (THF), C1CCOC1 (THF). Reaction conditions: temperature -30 celsius, time 30 minute. Product: FC=1C=C(C=CC1)[C@@H]1CC[C@H](CC1)C=CCCC (1-(3-fluorophenyl)-trans-4-(1-pentenyl)cyclohexane). Yield: 66.1%. Reaction SMILES: [Br-].O([P+](C1C=CC=CC=1)(C1C=CC=CC=1)C1C=CC=CC=1)[CH2:3][CH2:4][CH2:5][CH3:6].CC(C)([O-])C.[K+].[F:32][C:33]1[CH:34]=[C:35]([C@H:39]2[CH2:44][CH2:43][C@H:42]([CH:45]=O)[CH2:41][CH2:40]2)[CH:36]=[CH:37][CH:38]=1.O>C1COCC1.C1(C)C=CC=CC=1>[F:32][C:33]1[CH:34]=[C:35]([C@H:39]2[CH2:44][CH2:43][C@H:42]([CH:45]=[CH:3][CH2:4][CH2:5][CH3:6])[CH2:41][CH2:40]2)[CH:36]=[CH:37][CH:38]=1 |f:0.1,2.3|. Reported procedure: Well-dried butoxyltriphenylphosphonium bromide (58.1 g) and THF (200 ml) were mixed under a nitrogen atmosphere and cooled to −30° C. Then, potassium t-butoxide (t-BuOK; 16.3 g) was put in thereto in twice in the temperature range of −30° C. to 20° C. After the mixture had been stirred at −20° C. for 30 minutes, the compound (37) (20.0 g) dissolved in THF (100 ml) was added dropwise thereto in the temperature range of −30° C. to −20° C. After the reaction mixture had been stirred at −10° C. for ... Starting materials: NC1=NC=C(C(=N1)N)CC1=CC(=C(C(=C1)OC)C(=C)C)OC (2,4-diamino-5-(4-isopropenyl-3,5-dimethoxybenzyl)-pyrimidine), C(C(O)C)(=O)O (lactic acid). The solvent is O (water). The product is C(C(O)C)(=O)O.NC1=NC=C(C(=N1)N)CC1=CC(=C(C(=C1)OC)C(=C)C)OC (2,4-diamino-5-(4-isopropenyl-3,5-dimethoxybenzyl)-pyrimidine lactate). Reaction SMILES: [NH2:1][C:2]1[N:7]=[C:6]([NH2:8])[C:5]([CH2:9][C:10]2[CH:15]=[C:14]([O:16][CH3:17])[C:13]([C:18]([CH3:20])=[CH2:19])=[C:12]([O:21][CH3:22])[CH:11]=2)=[CH:4][N:3]=1.[C:23]([OH:28])(=[O:27])[CH:24]([CH3:26])[OH:25]>O>[C:23]([OH:28])(=[O:27])[CH:24]([CH3:26])[OH:25].[NH2:1][C:2]1[N:7]=[C:6]([NH2:8])[C:5]([CH2:9][C:10]2[CH:11]=[C:12]([O:21][CH3:22])[C:13]([C:18]([CH3:20])=[CH2:19])=[C:14]([O:16][CH3:17])[CH:15]=2)=[CH:4][N:3]=1 |f:3.4|. Procedure details: 4.5 G. of 2,4-diamino-5-(4-isopropenyl-3,5-dimethoxybenzyl)-pyrimidine and 1.9 g. of 72.5% lactic acid were dissolved in 250 ml. of water. The solution was filtered, concentrated to half volume, cooled and the crystalline 2,4-diamino-5-(4-isopropenyl-3,5-dimethoxybenzyl)-pyrimidine lactate, melting point 287°-290° C. (decomposition), was removed by filtration under suction.